This data is from the Open Reaction Database (ORD), a public repository of structured organic reaction records. The task is: describe an organic reaction: reactants, conditions, products, and yield Starting materials: FC1=CC=C(NC=2C=C3C(C(=O)OC3=O)=CC2NC2=CC=C(C=C2)F)C=C1 (4,5-bis(4-fluoroanilino)phthalic anhydride), C(=O)N (formamide), O (water). Yields the product FC1=CC=C(NC=2C=C3C(C(=O)NC3=O)=CC2NC2=CC=C(C=C2)F)C=C1 (4,5-Bis(4-fluoroanilino)phthalimide). As a reaction SMILES: [F:1][C:2]1[CH:27]=[CH:26][C:5]([NH:6][C:7]2[CH:8]=[C:9]3[C:14](=[O:15])O[C:11](=[O:12])[C:10]3=[CH:16][C:17]=2[NH:18][C:19]2[CH:24]=[CH:23][C:22]([F:25])=[CH:21][CH:20]=2)=[CH:4][CH:3]=1.O.C([NH2:31])=O>>[F:25][C:22]1[CH:23]=[CH:24][C:19]([NH:18][C:17]2[CH:16]=[C:10]3[C:11](=[O:12])[NH:31][C:14](=[O:15])[C:9]3=[CH:8][C:7]=2[NH:6][C:5]2[CH:4]=[CH:3][C:2]([F:1])=[CH:27][CH:26]=2)=[CH:20][CH:21]=1. Reported procedure: A suspension of 1000 mg (2.73 mmol) of 4,5-bis(4-fluoroanilino)phthalic anhydride in 5 ml of formamide under argon atmosphere is heated at 125°-130° for 5 hours. The reaction mixture is cooled to 60°, and 20 ml of water are slowly added. This mixture is cooled to 0° for 3 hours, and the reddish crystals are filtered off, washed with water and dried. Recrystallization from dichloromethane yields the title compound in the form of orange crystals, m.p. 244°-246° C., FAB-MS: 366 [M+ +H].